Dataset: the Open Reaction Database (ORD), a public repository of structured organic reaction records. Task: describe an organic reaction: reactants, conditions, products, and yield The reactants are ClC(Cl)Cl, FC(F)(F)Cc1cccc(CC(F)(F)F)n1, O=C(OO)c1cccc(Cl)c1. Yields the product [O-][n+]1c(CC(F)(F)F)cccc1CC(F)(F)F. RXN SMILES: [Cl:28][CH:29]([Cl:30])[Cl:31].[F:12][C:13]([CH2:14][c:15]1[n:16][c:17]([CH2:21][C:22]([F:23])([F:24])[F:25])[cH:18][cH:19][cH:20]1)([F:26])[F:27].[OH:1][O:2][C:3]([c:4]1[cH:5][c:6]([Cl:7])[cH:8][cH:9][cH:10]1)=[O:11]>>[O-:1][n+:16]1[c:15]([CH2:14][C:13]([F:12])([F:26])[F:27])[cH:20][cH:19][cH:18][c:17]1[CH2:21][C:22]([F:23])([F:24])[F:25]. Starting materials: COC(C1=C(C=C(C=C1)OC)I)=O (2-iodo-4methoxy-benzoic acid methyl ester), CO (methanol), [OH-].[K+] (potassium hydroxide). Solvent: O (water). Product: IC1=C(C(=O)O)C=CC(=C1)OC (2-iodo-4-methoxy-benzoic acid). RXN SMILES: C[O:2][C:3](=[O:13])[C:4]1[CH:9]=[CH:8][C:7]([O:10][CH3:11])=[CH:6][C:5]=1[I:12].CO.[OH-].[K+]>O>[I:12][C:5]1[CH:6]=[C:7]([O:10][CH3:11])[CH:8]=[CH:9][C:4]=1[C:3]([OH:13])=[O:2] |f:2.3|. Reported procedure: 205 G. of 2-iodo-4methoxy-benzoic acid methyl ester, 400 ml. of methanol, 390 ml. of water and 95 g. of potassium hydroxide are stirred at 48° C. for 30 minutes. The solution is then concentrated under reduced pressure and acidified with aqueous hydrochloric acid. The yellow crystalline 2-iodo-4-methoxy-benzoic acid obtained is removed by filtration, washed neutral with water and dried, melting point 185° C. Reactants: C(C)N(CC)S(F)(F)F (diethylaminosulfur trifluoride), C(C)(=O)OC[C@@H]1[C@H]([C@@H]([C@H](C(O)O1)N1C(C=2C(C1=O)=CC=CC2)=O)OCC2=CC=CC=C2)OCC2=CC=CC=C2 (6-O-Acetyl-3,4-di-O-benzyl-2-deoxy-2-phthalimido-D-glucopyranose). The product is C(C)(=O)OC[C@@H]1[C@H]([C@@H]([C@H]([C@@H](O1)F)N1C(C=2C(C1=O)=CC=CC2)=O)OCC2=CC=CC=C2)OCC2=CC=CC=C2 (6-O-Acetyl-3,4-di-O-benzyl-2-deoxy-2-phthalimido-β-D-glucopyranosyl Fluoride). Yield: 98.7%. Run at time 2 hour. Run in ClCCCl (1,2-dichloroethane), C(C)(=O)OCC (ethyl acetate). As a reaction SMILES: C(N(S(F)(F)[F:7])CC)C.[C:10]([O:13][CH2:14][C@H:15]1[O:21][CH:19](O)[C@H:18]([N:22]2[C:26](=[O:27])[C:25]3=[CH:28][CH:29]=[CH:30][CH:31]=[C:24]3[C:23]2=[O:32])[C@@H:17]([O:33][CH2:34][C:35]2[CH:40]=[CH:39][CH:38]=[CH:37][CH:36]=2)[C@@H:16]1[O:41][CH2:42][C:43]1[CH:48]=[CH:47][CH:46]=[CH:45][CH:44]=1)(=[O:12])[CH3:11]>ClCCCl.C(OCC)(=O)C>[C:10]([O:13][CH2:14][C@H:15]1[O:21][C@@H:19]([F:7])[C@H:18]([N:22]2[C:26](=[O:27])[C:25]3=[CH:28][CH:29]=[CH:30][CH:31]=[C:24]3[C:23]2=[O:32])[C@@H:17]([O:33][CH2:34][C:35]2[CH:40]=[CH:39][CH:38]=[CH:37][CH:36]=2)[C@@H:16]1[O:41][CH2:42][C:43]1[CH:48]=[CH:47][CH:46]=[CH:45][CH:44]=1)(=[O:12])[CH3:11]. Procedure: Under nitrogen gas atmosphere, diethylaminosulfur trifluoride (5.8 ml, 43.9 mmol) was added to a solution of Compound 23 (5.95 g, 11.2 mmol) in 1,2-dichloroethane (50 ml) under ice cooling, and the mixture was stirred for 2 hours. The reaction mixture was diluted with ethyl acetate, washed successively with saturated aqueous sodium hydrogencarbonate and saturated brine, and dried over magnesium sulfate. Then, the solvent was evaporated under reduced pressure. The residue was purified by silica g... The reactants are CCOc1cc(C(CC(=O)O)N2C(=O)c3cccc(NC(C)=O)c3C2=O)ccc1OC(F)F, O=C(n1ccnc1)n1ccnc1, C1CCOC1, Cl, NO. Product: CCOc1cc(C(CC(=O)NO)N2C(=O)c3cccc(NC(C)=O)c3C2=O)ccc1OC(F)F. As a reaction SMILES: [C:1]([CH3:2])(=[O:3])[NH:4][c:5]1[c:6]2[c:10]([cH:11][cH:12][cH:13]1)[C:9](=[O:14])[N:8]([CH:15]([CH2:16][C:17](=[O:18])[OH:19])[c:20]1[cH:21][c:22]([O:30][CH2:31][CH3:32])[c:23]([O:26][CH:27]([F:28])[F:29])[cH:24][cH:25]1)[C:7]2=[O:33].[C:34]([n:35]1[cH:36][cH:37][n:38][cH:39]1)([n:40]1[cH:41][cH:42][n:43][cH:44]1)=[O:45].[CH2:49]1[O:50][CH2:51][CH2:52][CH2:53]1.[ClH:46].[NH2:47][OH:48]>>[C:1]([CH3:2])(=[O:3])[NH:4][c:5]1[c:6]2[c:10]([cH:11][cH:12][cH:13]1)[C:9](=[O:14])[N:8]([CH:15]([CH2:16][C:17](=[O:18])[NH:47][OH:48])[c:20]1[cH:21][c:22]([O:30][CH2:31][CH3:32])[c:23]([O:26][CH:27]([F:28])[F:29])[cH:24][cH:25]1)[C:7]2=[O:33]. Starting materials: CC(C)(C)OC(=O)C1CCCN1, COC(=O)CC(CSC(C)=O)C(=O)O, C(=NC1CCCCC1)=NC1CCCCC1, ClCCl, On1nnc2ccccc21. The product is COC(=O)CC(CSC(C)=O)C(=O)N1CCCC1C(=O)OC(C)(C)C. As a reaction SMILES: [C:1]([CH3:2])([CH3:3])([CH3:4])[O:5][C:6]([CH:7]1[NH:8][CH2:9][CH2:10][CH2:11]1)=[O:12].[C:38]([CH3:39])(=[O:40])[S:41][CH2:42][CH:43]([C:44](=[O:45])[OH:46])[CH2:47][C:48](=[O:49])[O:50][CH3:51].[CH:23]1([N:24]=[C:25]=[N:26][CH:27]2[CH2:28][CH2:29][CH2:30][CH2:31][CH2:32]2)[CH2:33][CH2:34][CH2:35][CH2:36][CH2:37]1.[Cl:52][CH2:53][Cl:54].[OH:13][n:14]1[c:15]2[cH:16][cH:17][cH:18][cH:19][c:20]2[n:21][n:22]1>>[C:1]([CH3:2])([CH3:3])([CH3:4])[O:5][C:6]([CH:7]1[N:8]([C:44]([CH:43]([CH2:42][S:41][C:38]([CH3:39])=[O:40])[CH2:47][C:48](=[O:49])[O:50][CH3:51])=[O:45])[CH2:9][CH2:10][CH2:11]1)=[O:12]. Reactants: solution, C(C#C)Br (propargyl bromide), [Al] (aluminum), mercuric chloride, FC(C(CC1(CCOC2=CC=C(C=C12)S(=O)(=O)C)C)=O)(F)F (1,1,1-trifluoro-3-(6-methanesulfonyl-4-methylchroman-4-yl)propan-2-one). Solvent: C1(=CC=CC=C1)C (toluene), C1CCOC1 (THF), O1CCCC1 (tetrahydrofuran). Conditions: temperature 40 celsius, time 20 minute. Product: FC(C(CC#C)(O)CC1(CCOC2=CC=C(C=C12)S(=O)(=O)C)C)(F)F (1,1,1-trifluoro-2-(6-methanesulfonyl-4-methylchroman-4-ylmethyl)pent-4-yn-2-ol). As a reaction SMILES: [Al].[CH2:2](Br)[C:3]#[CH:4].[F:6][C:7]([F:27])([F:26])[C:8](=[O:25])[CH2:9][C:10]1([CH3:24])[C:19]2[C:14](=[CH:15][CH:16]=[C:17]([S:20]([CH3:23])(=[O:22])=[O:21])[CH:18]=2)[O:13][CH2:12][CH2:11]1>C1COCC1.C1(C)C=CC=CC=1>[F:27][C:7]([F:6])([F:26])[C:8]([CH2:9][C:10]1([CH3:24])[C:19]2[C:14](=[CH:15][CH:16]=[C:17]([S:20]([CH3:23])(=[O:21])=[O:22])[CH:18]=2)[O:13][CH2:12][CH2:11]1)([OH:25])[CH2:4][C:3]#[CH:2]. Procedure details: A mixture of 70 mg (2.75 mmol) of aluminum foil and 0.8 mg (0.003 mmol) of mercuric chloride in 3 mL of anhydrous THF was vigorously stirred. After 20 minutes, 0.31 mL (2.75 mmol) of a 80% solution of propargyl bromide in toluene was added and the reaction was warmed at 40° C. for one hour. The dark grey solution was then added to a chilled (0° C.) solution of 300 mg (0.88 mmol) of 1,1,1-trifluoro-3-(6-methanesulfonyl-4-methylchroman-4-yl)propan-2-one in 10 mL of dry tetrahydrofuran. The reactio...